Dataset: the Open Reaction Database (ORD), a public repository of structured organic reaction records. Task: describe an organic reaction: reactants, conditions, products, and yield The reactants are O=C([O-])[O-], CN(C)C=O, O=Cc1ccccc1F, [K+], [K+], Sc1cccs1. Yields the product O=Cc1ccccc1Sc1cccs1. As a reaction SMILES: [C:7](=[O:8])([O-:9])[O-:10].[CH3:22][N:23]([CH3:24])[CH:25]=[O:26].[F:13][c:14]1[c:15]([CH:16]=[O:17])[cH:18][cH:19][cH:20][cH:21]1.[K+:11].[K+:12].[s:1]1[c:2]([SH:6])[cH:3][cH:4][cH:5]1>>[s:1]1[c:2]([S:6][c:14]2[c:15]([CH:16]=[O:17])[cH:18][cH:19][cH:20][cH:21]2)[cH:3][cH:4][cH:5]1.